From a dataset of the Open Reaction Database (ORD), a public repository of structured organic reaction records. describe an organic reaction: reactants, conditions, products, and yield Starting materials: C(CCC)C1(C(C(=C(C2=CC=CC=C12)O)C1=NS(C2=C(N1)C=CC(=C2)O)(=O)=O)=O)CCCC (1,1-dibutyl-4-hydroxy-3-(7-hydroxy-1,1-dioxido-4H-1,2,4-benzothiadiazin-3-yl)-2(1 H)-naphthalenone), BrCC(=O)N (2-bromoacetamide), C([O-])([O-])=O.[Cs+].[Cs+] (cesium carbonate), [Cl-].[NH4+] (ammonium chloride). Reagents/catalysts: [I-].C(CCC)[N+](CCCC)(CCCC)CCCC (tetrabutylammonium iodide). Solvent: CN(C=O)C (N,N-dimethylformamide), C(C)(=O)OCC (ethyl acetate). Yields the product C(CCC)C1(C(C(=C(C2=CC=CC=C12)O)C1=NS(C2=C(N1)C=CC(=C2)OCC(=O)N)(=O)=O)=O)CCCC (2-{[3-(4,4-dibutyl-1-hydroxy-3-oxo-3,4-dihydro-2-naphthalenyl)-1,1-dioxido-4H-1,2,4-benzothiadiazin-7-yl]oxy}acetamide). The yield is 73.6%. As a reaction SMILES: [CH2:1]([C:5]1([CH2:30][CH2:31][CH2:32][CH3:33])[C:14]2[C:9](=[CH:10][CH:11]=[CH:12][CH:13]=2)[C:8]([OH:15])=[C:7]([C:16]2[NH:21][C:20]3[CH:22]=[CH:23][C:24]([OH:26])=[CH:25][C:19]=3[S:18](=[O:28])(=[O:27])[N:17]=2)[C:6]1=[O:29])[CH2:2][CH2:3][CH3:4].Br[CH2:35][C:36]([NH2:38])=[O:37].C(=O)([O-])[O-].[Cs+].[Cs+].[Cl-].[NH4+]>[I-].C([N+](CCCC)(CCCC)CCCC)CCC.CN(C)C=O.C(OCC)(=O)C>[CH2:1]([C:5]1([CH2:30][CH2:31][CH2:32][CH3:33])[C:14]2[C:9](=[CH:10][CH:11]=[CH:12][CH:13]=2)[C:8]([OH:15])=[C:7]([C:16]2[NH:21][C:20]3[CH:22]=[CH:23][C:24]([O:26][CH2:35][C:36]([NH2:38])=[O:37])=[CH:25][C:19]=3[S:18](=[O:28])(=[O:27])[N:17]=2)[C:6]1=[O:29])[CH2:2][CH2:3][CH3:4] |f:2.3.4,5.6,7.8|. Procedure: A solution of the product of Example 5E (69 mg, 0.15 mmol), 2-bromoacetamide (80 mg, 0.58 mmol), cesium carbonate (96 mg, 0.58 mmol), and tetrabutylammonium iodide (26 mg, 0.08 mmol) in N,N-dimethylformamide (2.4 mL) was stirred at 25° C. for 48 hours, diluted with ethyl acetate and treated with saturated ammonium chloride solution (2 mL). The organic layer was washed with water (3×) and saturated sodium chloride solution, dried (Na2SO4), filtered and concentrated in vacuo to afford the title co... Product: CC(C)(C)c1cc(OCCCOC2CCCCO2)cc(C(=O)O)c1. Reactants: COC(=O)c1cc(OCCCOC2CCCCO2)cc(C(C)(C)C)c1, C1CCOC1, CO, ClCCl. As a reaction SMILES: [C:1]([CH3:2])([CH3:3])([CH3:4])[c:5]1[cH:6][c:7]([C:8](=[O:9])[O:10][CH3:11])[cH:12][c:13]([O:15][CH2:16][CH2:17][CH2:18][O:19][CH:20]2[O:21][CH2:22][CH2:23][CH2:24][CH2:25]2)[cH:14]1.[CH2:31]1[O:32][CH2:33][CH2:34][CH2:35]1.[CH3:29][OH:30].[Cl:26][CH2:27][Cl:28]>>[C:1]([CH3:2])([CH3:3])([CH3:4])[c:5]1[cH:6][c:7]([C:8](=[O:9])[OH:10])[cH:12][c:13]([O:15][CH2:16][CH2:17][CH2:18][O:19][CH:20]2[O:21][CH2:22][CH2:23][CH2:24][CH2:25]2)[cH:14]1. Reactants: O=C([O-])O, N#Cc1ccccc1, N#Cc1ccccc1, Cc1ccccc1, CSc1nc(C)cc(Cl)n1, OB(O)c1ccc(C(F)(F)F)cc1, [Na+], C1COCCO1, O, Cl[Pd]Cl, c1ccc(P(CCCCP(c2ccccc2)c2ccccc2)c2ccccc2)cc1. Yields the product CSc1nc(C)cc(-c2ccc(C(F)(F)F)cc2)n1. RXN SMILES: [C:54](=[O:55])([O-:56])[OH:57].[C:62](#[N:63])[c:64]1[cH:65][cH:66][cH:67][cH:68][cH:69]1.[C:70](#[N:71])[c:72]1[cH:73][cH:74][cH:75][cH:76][cH:77]1.[CH3:85][c:86]1[cH:87][cH:88][cH:89][cH:90][cH:91]1.[Cl:31][c:32]1[n:33][c:34]([S:39][CH3:40])[n:35][c:36]([CH3:38])[cH:37]1.[F:41][C:42]([c:43]1[cH:44][cH:45][c:46]([B:49]([OH:50])[OH:51])[cH:47][cH:48]1)([F:52])[F:53].[Na+:58].[O:78]1[CH2:79][CH2:80][O:81][CH2:82][CH2:83]1.[OH2:84].[Pd:59]([Cl:60])[Cl:61].[c:1]1([P:2]([c:3]2[cH:4][cH:5][cH:6][cH:7][cH:8]2)[CH2:9][CH2:10][CH2:11][CH2:12][P:13]([c:14]2[cH:15][cH:16][cH:17][cH:18][cH:19]2)[c:20]2[cH:21][cH:22][cH:23][cH:24][cH:25]2)[cH:26][cH:27][cH:28][cH:29][cH:30]1>>[c:32]1(-[c:46]2[cH:45][cH:44][c:43]([C:42]([F:41])([F:52])[F:53])[cH:48][cH:47]2)[n:33][c:34]([S:39][CH3:40])[n:35][c:36]([CH3:38])[cH:37]1. The reactants are CC(=O)Cl, ClCCl, CCOC(=O)n1c(C(=O)c2ccccc2)c(N)c2ccc(Cl)cc21, c1ccncc1. Reaction SMILES: [CH3:31][C:32]([Cl:33])=[O:34].[Cl:35][CH2:36][Cl:37].[NH2:1][c:2]1[c:3]([C:17]([c:18]2[cH:19][cH:20][cH:21][cH:22][cH:23]2)=[O:24])[n:4]([C:12](=[O:13])[O:14][CH2:15][CH3:16])[c:5]2[cH:6][c:7]([Cl:11])[cH:8][cH:9][c:10]12.[cH:25]1[cH:26][cH:27][n:28][cH:29][cH:30]1>>[NH:1]([c:2]1[c:3]([C:17]([c:18]2[cH:19][cH:20][cH:21][cH:22][cH:23]2)=[O:24])[n:4]([C:12](=[O:13])[O:14][CH2:15][CH3:16])[c:5]2[cH:6][c:7]([Cl:11])[cH:8][cH:9][c:10]12)[C:32]([CH3:31])=[O:34]. The product is CCOC(=O)n1c(C(=O)c2ccccc2)c(NC(C)=O)c2ccc(Cl)cc21. Reactants: FC=1C=C(C=C(C1N1CCN(CC1)C(=O)OC(C)(C)C)F)N1C(OC(C1)CNC(C)=O)=O (N-[[3-[3,5-difluoro-4-[4-(tert-butoxycarbonyl)-1-piperazinyl]phenyl]-2-oxo-5-oxazolidinyl]methyl]acetamide), FC(C(=O)O)(F)F (Trifluoroacetic acid). Run in C(Cl)Cl (CH2Cl2). Conditions: temperature 0 celsius, time 10 minute. Yields the product FC=1C=C(C=C(C1N1CCNCC1)F)N1C(OC(C1)CNC(C)=O)=O (N-[[3-[3,5-difluoro-4-(1-piperazinyl)phenyl]-2-oxo-5-oxazolidinyl]methyl]acetamide). Isolated yield 71.7%. As a reaction SMILES: [F:1][C:2]1[CH:3]=[C:4]([N:22]2[CH2:26][CH:25]([CH2:27][NH:28][C:29](=[O:31])[CH3:30])[O:24][C:23]2=[O:32])[CH:5]=[C:6]([F:21])[C:7]=1[N:8]1[CH2:13][CH2:12][N:11](C(OC(C)(C)C)=O)[CH2:10][CH2:9]1.FC(F)(F)C(O)=O>C(Cl)Cl>[F:21][C:6]1[CH:5]=[C:4]([N:22]2[CH2:26][CH:25]([CH2:27][NH:28][C:29](=[O:31])[CH3:30])[O:24][C:23]2=[O:32])[CH:3]=[C:2]([F:1])[C:7]=1[N:8]1[CH2:13][CH2:12][NH:11][CH2:10][CH2:9]1. Procedure: The N-[[3-[3,5-difluoro-4-[4-(tert-butoxycarbonyl)-1-piperazinyl]phenyl]-2-oxo-5-oxazolidinyl]methyl]acetamide (1.00 g, 2.20 mmol) was dissolved in CH2Cl2 (6 mL) and cooled to 0° C. with an ice bath. Trifluoroacetic acid (20 mL) was added, the cooling bath removed, and the reaction mixture allowed to warm to ambient temperature over 1 h. The reaction mixture was then concentrated in vacuo and the residue dissolved in H2O (15 mL). The resultant solution was added to Bio Rad AG-1-X8 ion exchange r...